Dataset: the Open Reaction Database (ORD), a public repository of structured organic reaction records. Task: describe an organic reaction: reactants, conditions, products, and yield Reactants: O=C1N(C(C2=CC=CC=C12)=O)CC1=CC=C(C(=O)NC2=C(C=CC(=C2)C=2SC=CC2)NC(OC(C)(C)C)=O)C=C1 (Tert-butyl [2-({4-[(1,3-dioxo-1,3-dihydro-2H-isoindol-2-yl)methyl]benzoyl}amino)-4-(2-thienyl)phenyl]carbamate), NN (hydrazine). Solvent: CCO (EtOH). Yields the product NCC1=CC=C(C(=O)NC2=C(C=CC(=C2)C=2SC=CC2)NC(OC(C)(C)C)=O)C=C1 (tert-butyl [2-{[4-(aminomethyl)benzoyl]amino}-4-(2-thienyl)phenyl]carbamate). As a reaction SMILES: O=C1C2C(=CC=CC=2)C(=O)[N:3]1[CH2:12][C:13]1[CH:40]=[CH:39][C:16]([C:17]([NH:19][C:20]2[CH:25]=[C:24]([C:26]3[S:27][CH:28]=[CH:29][CH:30]=3)[CH:23]=[CH:22][C:21]=2[NH:31][C:32](=[O:38])[O:33][C:34]([CH3:37])([CH3:36])[CH3:35])=[O:18])=[CH:15][CH:14]=1.NN>CCO>[NH2:3][CH2:12][C:13]1[CH:40]=[CH:39][C:16]([C:17]([NH:19][C:20]2[CH:25]=[C:24]([C:26]3[S:27][CH:28]=[CH:29][CH:30]=3)[CH:23]=[CH:22][C:21]=2[NH:31][C:32](=[O:38])[O:33][C:34]([CH3:35])([CH3:36])[CH3:37])=[O:18])=[CH:15][CH:14]=1. Procedure details: Tert-butyl [2-({4-[(1,3-dioxo-1,3-dihydro-2H-isoindol-2-yl)methyl]benzoyl}amino)-4-(2-thienyl)phenyl]carbamate (4.4 g, 7.95 mmol) and hydrazine (0.495 mL, 15.90 mmol) were stirred in refluxing EtOH (35 mL) for 5 hours. Room temperature was attained and the white precipitate removed by filtration and washed with EtOH. The filtrate was concentrated in vacuo and purified by MPLC (1-12.5% [MeOH+1% NH4OH]-DCM) to give tert-butyl [2-{[4-(aminomethyl)benzoyl]amino}-4-(2-thienyl)phenyl]carbamate as a wh... Starting materials: N#Cc1cc2ccccc2[nH]c1=O, ClCCl, CCCCCC, O=P(Cl)(Cl)Cl. Product: N#Cc1cc2ccccc2nc1Cl. As a reaction SMILES: [C:1](#[N:2])[c:3]1[c:4](=[O:13])[nH:5][c:6]2[cH:7][cH:8][cH:9][cH:10][c:11]2[cH:12]1.[CH2:25]([Cl:26])[Cl:27].[CH3:19][CH2:20][CH2:21][CH2:22][CH2:23][CH3:24].[P:14]([Cl:15])([Cl:16])([Cl:17])=[O:18]>>[C:1](#[N:2])[c:3]1[c:4]([Cl:16])[n:5][c:6]2[cH:7][cH:8][cH:9][cH:10][c:11]2[cH:12]1. Reactants: O=S1(N=C(NC2=C1C=CC=C2)C2=C(C1=C(N(C2=O)N=CC(C)C)C=CS1)O)=O (6-(1,1-dioxido-4H-1,2,4-benzothiadiazin-3-yl)-7-hydroxy-4-{[2-methylpropylidene]amino}thieno[3,2-b]pyridin-5(4H)-one), CO (methanol), solution, [BH4-].[Li+] (lithium borohydride), O1CCCC1 (tetrahydrofuran), O1CCCC1 (tetrahydrofuran), Cl (hydrochloric acid). The solvent is O (water). Run at temperature 25 celsius, time 1 hour. Yields the product O=S1(N=C(NC2=C1C=CC=C2)C2=C(C1=C(N(C2=O)NCCCCC)C=CS1)O)=O (6-(1,1-dioxido-4H-1,2,4-benzothiadiazin-3-yl)-7-hydroxy-4-(pentylamino)thieno[3,2-b]pyridin-5(4H)-one). As a reaction SMILES: [O:1]=[S:2]1(=[O:28])[C:7]2[CH:8]=[CH:9][CH:10]=[CH:11][C:6]=2[NH:5][C:4]([C:12]2[C:17](=[O:18])[N:16]([N:19]=[CH:20]C(C)C)[C:15]3[CH:24]=[CH:25][S:26][C:14]=3[C:13]=2[OH:27])=[N:3]1.CO.[BH4-].[Li+].Cl.O1[CH2:38][CH2:37][CH2:36][CH2:35]1>O>[O:1]=[S:2]1(=[O:28])[C:7]2[CH:8]=[CH:9][CH:10]=[CH:11][C:6]=2[NH:5][C:4]([C:12]2[C:17](=[O:18])[N:16]([NH:19][CH2:20][CH2:35][CH2:36][CH2:37][CH3:38])[C:15]3[CH:24]=[CH:25][S:26][C:14]=3[C:13]=2[OH:27])=[N:3]1 |f:2.3|. Procedure: The product of Example 269A (0.081 g, 0.19 mmol) in tetrahydrofuran (4 mL) and methanol (0.020 mL, 0.5 mmol) at 0° C. was treated dropwise with a 2.0M solution of lithium borohydride in tetrahydrofuran (0.150 mL, 0.3 mmol). The reaction was stirred at 25° C. for 1 hour, acidified with 1 M hydrochloric acid to a pH of approximately 2-4, diluted with water (15 mL), and the resulting precipitate was collected by filtration and dried. The crude product was chromatographed on silica gel with 1% metha... Reactants: ClC=1C(=C(C=CC1)C1=NC=2C(=NC=C(C2)C(F)(F)F)N1C)SCC (2-(3-chloro-2-ethylsulfanylphenyl)-3-methyl-6-trifluoromethyl-3H-imidazo[4,5-b]pyridine), ClC1=CC(=CC=C1)C(=O)OO (3-chloroperbenzoic acid), C(O)([O-])=O.[Na+] (sodium hydrogen carbonate), S(=S)(=O)([O-])[O-].[Na+].[Na+] (sodium thiosulfate). Run in C(Cl)(Cl)Cl (chloroform). Reaction conditions: time 20 minute. The product is ClC=1C(=C(C=CC1)C1=NC=2C(=NC=C(C2)C(F)(F)F)N1C)S(=O)CC (2-(3-chloro-2-ethylsulfinylphenyl)-3-methyl-6-trifluoromethyl-3H-imidazo[4,5-b]pyridine). The yield is 89.2%. Reaction SMILES: [Cl:1][C:2]1[C:3]([S:22][CH2:23][CH3:24])=[C:4]([C:8]2[N:20]([CH3:21])[C:11]3=[N:12][CH:13]=[C:14]([C:16]([F:19])([F:18])[F:17])[CH:15]=[C:10]3[N:9]=2)[CH:5]=[CH:6][CH:7]=1.ClC1C=CC=C(C(OO)=[O:33])C=1.C(=O)([O-])O.[Na+].S([O-])([O-])(=O)=S.[Na+].[Na+]>C(Cl)(Cl)Cl>[Cl:1][C:2]1[C:3]([S:22]([CH2:23][CH3:24])=[O:33])=[C:4]([C:8]2[N:20]([CH3:21])[C:11]3=[N:12][CH:13]=[C:14]([C:16]([F:18])([F:19])[F:17])[CH:15]=[C:10]3[N:9]=2)[CH:5]=[CH:6][CH:7]=1 |f:2.3,4.5.6|. Procedure details: To a mixture of 2-(3-chloro-2-ethylsulfanylphenyl)-3-methyl-6-trifluoromethyl-3H-imidazo[4,5-b]pyridine (0.72 g) and chloroform (10 ml), 3-chloroperbenzoic acid (purity: 69-75%, 0.66 g) was added under ice-cooling, and then heated to room temperature, and stirred for 20 minutes. Into the reaction mixture, saturated aqueous sodium hydrogen carbonate solution and saturated aqueous sodium thiosulfate solution were poured, and extracted with chloroform 2 times. The combined organic layer was dried o... Starting materials: C1(=CC=CC=C1)P(C1=CC=CC=C1)C1=CC=CC=C1 (Triphenylphosphine), C1C(CC12OCCO2)CO (5,8-dioxaspiro[3.4]oct-2-ylmethanol), BrC(Br)(Br)Br (tetrabromomethane). Run in ClCCl (dichloromethane), ClCCl (dichloromethane). Run at time 6 hour. The product is BrCC1CC2(C1)OCCO2 (2-(bromomethyl)-5,8-dioxaspiro[3.4]octane). As a reaction SMILES: C1(P(C2C=CC=CC=2)C2C=CC=CC=2)C=CC=CC=1.[CH2:20]1[C:23]2([O:27][CH2:26][CH2:25][O:24]2)[CH2:22][CH:21]1[CH2:28]O.[Br:30]C(Br)(Br)Br>ClCCl>[Br:30][CH2:28][CH:21]1[CH2:22][C:23]2([O:27][CH2:26][CH2:25][O:24]2)[CH2:20]1. Procedure details: Triphenylphosphine (6.28 gm, 24 mmol) in dichloromethane was added drop wise to a solution of 5,8-dioxaspiro[3.4]oct-2-ylmethanol (2.3 gm, 16 mmol) (step d) and tetrabromomethane (6.62 gm, 20 mmol) in dichloromethane. The reaction mixture was stirred at room temperature for about 6 hours. The solvent was removed under reduced pressure and the residue was extracted with diethyl ether. The organic layer was concentrated under reduced pressure to get a crude product, which was purified by column ch... Starting materials: O=C([O-])[O-], CCC1C(=O)Nc2ccc(F)cc2N1C(=O)c1ccc(OC)cc1OC, CC#N, [Cs+], [Cs+], CCI. Yields the product CCC1C(=O)N(CC)c2ccc(F)cc2N1C(=O)c1ccc(OC)cc1OC. RXN SMILES: [C:27](=[O:28])([O-:29])[O-:30].[CH3:1][O:2][c:3]1[c:4]([C:5](=[O:6])[N:7]2[CH:8]([CH2:19][CH3:20])[C:9](=[O:18])[NH:10][c:11]3[cH:12][cH:13][c:14]([F:17])[cH:15][c:16]32)[cH:21][cH:22][c:23]([O:25][CH3:26])[cH:24]1.[CH3:36][C:37]#[N:38].[Cs+:31].[Cs+:32].[I:33][CH2:34][CH3:35]>>[CH3:1][O:2][c:3]1[c:4]([C:5](=[O:6])[N:7]2[CH:8]([CH2:19][CH3:20])[C:9](=[O:18])[N:10]([CH2:34][CH3:35])[c:11]3[cH:12][cH:13][c:14]([F:17])[cH:15][c:16]32)[cH:21][cH:22][c:23]([O:25][CH3:26])[cH:24]1. Reactants: C1CCOC1, COc1ccc2[nH]ccc2c1, CCOC(C)=O, O=C1C=C(Cl)C(=O)C=C1Cl, N#CC1=C(C#N)C(=O)C(Cl)=C(Cl)C1=O, O=S(=O)(O)O. The product is COc1ccc2[nH]cc(C3=C(Cl)C(=O)C=C(Cl)C3=O)c2c1. Reaction SMILES: [CH2:41]1[O:42][CH2:43][CH2:44][CH2:45]1.[CH3:16][O:17][c:18]1[cH:19][c:20]2[cH:21][cH:22][nH:23][c:24]2[cH:25][cH:26]1.[CH3:46][CH2:47][O:48][C:49](=[O:50])[CH3:51].[Cl:1][C:2]1=[CH:7][C:6](=[O:8])[C:5]([Cl:9])=[CH:4][C:3]1=[O:10].[Cl:27][C:28]1=[C:39]([Cl:40])[C:37](=[O:38])[C:34]([C:35]#[N:36])=[C:31]([C:32]#[N:33])[C:29]1=[O:30].[S:11](=[O:12])(=[O:13])([OH:14])[OH:15]>>[Cl:1][C:2]1=[C:7]([c:21]2[c:20]3[cH:19][c:18]([O:17][CH3:16])[cH:26][cH:25][c:24]3[nH:23][cH:22]2)[C:6](=[O:8])[C:5]([Cl:9])=[CH:4][C:3]1=[O:10].